Dataset: the Open Reaction Database (ORD), a public repository of structured organic reaction records. Task: describe an organic reaction: reactants, conditions, products, and yield Reactants: C(C1=CC=CC=C1)SC=1C=C(C(NC1)=O)O (5-(benzylsulfanyl)-3-hydroxypyridin-2(1H)-one), ClC1=C(CSC=2C=C(C(=NC2)OC)OC)C=CC=C1 (5-[(2-chlorobenzyl)sulfanyl]-2,3-dimethoxypyridine), ClC1=C(CSC=2C=C(C(=NC2)OC)OC)C=CC=C1 (5-[(2-chlorobenzyl)sulfanyl]-2,3-dimethoxypyridine). Yields the product ClC1=C(CSC=2C=C(C(NC2)=O)O)C=CC=C1 (5-[(2-Chlorobenzyl)sulfanyl]-3-hydroxypyridin-2(1H)-one). As a reaction SMILES: C(SC1C=C(O)C(=O)NC=1)C1C=CC=CC=1.[Cl:17][C:18]1[CH:35]=[CH:34][CH:33]=[CH:32][C:19]=1[CH2:20][S:21][C:22]1[CH:23]=[C:24]([O:30]C)[C:25]([O:28]C)=[N:26][CH:27]=1>>[Cl:17][C:18]1[CH:35]=[CH:34][CH:33]=[CH:32][C:19]=1[CH2:20][S:21][C:22]1[CH:23]=[C:24]([OH:30])[C:25](=[O:28])[NH:26][CH:27]=1. Procedure: Prepared as described for 5-(benzylsulfanyl)-3-hydroxypyridin-2(1H)-one (Example 1) from 5-[(2-chlorobenzyl)sulfanyl]-2,3-dimethoxypyridine (Intermediate 10). The reactants are ClC1=NC=C(C(=N1)N[C@H]1[C@@H](CCCC1)NS(=O)(=O)C)Cl (N-[(1R,2R)-2-(2,5-Dichloro-pyrimidin-4-ylamino)-cyclohexyl]-methanesulfonamide), Cl (Hydrogen chloride), C([O-])([O-])=O (carbonate), C(C)N1CCC2=C(CC1)C=C(C=C2)N (3-Ethyl-2,3,4,5-tetrahydro-1H-benzo[d]azepin-7-ylamine). The solvent is O1CCOCC1 (1,4-Dioxane), COCCO (2-Methoxyethanol). Conditions: temperature 120 celsius, time 8 hour. The product is ClC=1C(=NC(=NC1)NC1=CC2=C(CCN(CC2)CC)C=C1)N[C@H]1[C@@H](CCCC1)NS(=O)(=O)C (N-{(1R,2R)-2-[5-Chloro-2-(3-ethyl-2,3,4,5-tetrahydro-1H-benzo-[d]azepin-7-ylamino)-pyrimidin-4-ylamino]-cyclohexyl}methane-sulfonamide). Yield: 28.1%. RXN SMILES: Cl[C:2]1[N:7]=[C:6]([NH:8][C@@H:9]2[CH2:14][CH2:13][CH2:12][CH2:11][C@H:10]2[NH:15][S:16]([CH3:19])(=[O:18])=[O:17])[C:5]([Cl:20])=[CH:4][N:3]=1.[CH2:21]([N:23]1[CH2:29][CH2:28][C:27]2[CH:30]=[C:31]([NH2:34])[CH:32]=[CH:33][C:26]=2[CH2:25][CH2:24]1)[CH3:22].Cl.C(=O)([O-])[O-]>COCCO.O1CCOCC1>[Cl:20][C:5]1[C:6]([NH:8][C@@H:9]2[CH2:14][CH2:13][CH2:12][CH2:11][C@H:10]2[NH:15][S:16]([CH3:19])(=[O:18])=[O:17])=[N:7][C:2]([NH:34][C:31]2[CH:32]=[CH:33][C:26]3[CH2:25][CH2:24][N:23]([CH2:21][CH3:22])[CH2:29][CH2:28][C:27]=3[CH:30]=2)=[N:3][CH:4]=1. Procedure: N-[(1R,2R)-2-(2,5-Dichloro-pyrimidin-4-ylamino)-cyclohexyl]-methanesulfonamide (99 mg, 0.29 mmol) was added into a vial, followed by a solution of 3-Ethyl-2,3,4,5-tetrahydro-1H-benzo[d]azepin-7-ylamine (55.0 mg, 0.289 mmol) in 2-Methoxyethanol (3 mL). 4 M of Hydrogen chloride in 1,4-Dioxane (0.10 mL) was added and the reaction was heated at 120° C. After overnight stirring, Macroporous carbonate resin (3.16 mmol/g loading; 150 mg, 0.474 mmol) was added and the reaction was cooled to room tempera... The yield is 78.4%. Run in C1(=CC=CC=C1)C (toluene), C1CCOC1 (THF), Cl (hydrochloric acid), C1CCOC1 (THF), C(=O)=O.C(C)O (dry ice ethanol), hexanes. The product is C(C)C1(C2=CC(=CC=C2C=2C=CC(=CC12)C=O)Br)CC (9,9-Diethyl-7-bromo-fluorene-2-carboxaldehyde). Reactants: CN(C)C=O (DMF), C(C)C1(C2=CC(=CC=C2C=2C=CC(=CC12)Br)Br)CC (9,9-diethyl-2,7-dibromofluorene), C(CCC)[Li] (n-butyl lithium). Procedure: To a mechanically stirred solution of 9,9-diethyl-2,7-dibromofluorene (59.38 g., 0.1563 mol.), in THF (325 ml), cooled in dry ice-ethanol bath, n-butyl lithium (104 ml of 1.6M solution in hexanes, 0.1664 mol, 1.06 eq.) was added dropwise over 25 minutes. After 20 minutes, DMF (17 ml, 0.22 mol.) in THF (30 ml) was added, and the mixture was stirred in the cooling bath for 1.5 hours, and outside the bath for 1 hour. The reaction was then cooled to 5° C., and treated with hydrochloric acid (12.5 ml... Reaction SMILES: [CH2:1]([C:3]1([CH2:18][CH3:19])[C:15]2[CH:14]=[C:13](Br)[CH:12]=[CH:11][C:10]=2[C:9]2[C:4]1=[CH:5][C:6]([Br:17])=[CH:7][CH:8]=2)[CH3:2].C([Li])CCC.CN([CH:28]=[O:29])C>C1COCC1.C(=O)=O.C(O)C.Cl.C1(C)C=CC=CC=1>[CH2:1]([C:3]1([CH2:18][CH3:19])[C:15]2[CH:14]=[C:13]([CH:28]=[O:29])[CH:12]=[CH:11][C:10]=2[C:9]2[C:4]1=[CH:5][C:6]([Br:17])=[CH:7][CH:8]=2)[CH3:2] |f:4.5|. Conditions: temperature 5 celsius, time 20 minute. Reactants: CCOC(=O)C(C)(Cc1ccc(OCCc2nc(C3CCCCC3)oc2C)cc1)Oc1cccc(-c2ccccc2)c1, CCOC(=O)C(C)(Cc1ccc(OCCc2nc(C3CCCCC3)oc2C)cc1)Oc1ccccc1, CCO, [Na+], [OH-]. The product is Cc1oc(C2CCCCC2)nc1CCOc1ccc(CC(C)(Oc2cccc(-c3ccccc3)c2)C(=O)O)cc1. As a reaction SMILES: [CH2:3]([CH3:4])[O:5][C:6]([C:7]([CH2:8][c:9]1[cH:10][cH:11][c:12]([O:15][CH2:16][CH2:17][c:18]2[n:19][c:20]([CH:24]3[CH2:25][CH2:26][CH2:27][CH2:28][CH2:29]3)[o:21][c:22]2[CH3:23])[cH:13][cH:14]1)([CH3:30])[O:31][c:32]1[cH:33][c:34](-[c:38]2[cH:39][cH:40][cH:41][cH:42][cH:43]2)[cH:35][cH:36][cH:37]1)=[O:44].[CH2:45]([O:46][C:47](=[O:48])[C:49]([CH3:50])([O:51][c:52]1[cH:53][cH:54][cH:55][cH:56][cH:57]1)[CH2:58][c:59]1[cH:60][cH:61][c:62]([O:63][CH2:64][CH2:65][c:66]2[n:67][c:68]([CH:69]3[CH2:70][CH2:71][CH2:72][CH2:73][CH2:74]3)[o:75][c:76]2[CH3:77])[cH:78][cH:79]1)[CH3:80].[CH3:81][CH2:82][OH:83].[Na+:2].[OH-:1]>>[O:5]=[C:6]([C:7]([CH2:8][c:9]1[cH:10][cH:11][c:12]([O:15][CH2:16][CH2:17][c:18]2[n:19][c:20]([CH:24]3[CH2:25][CH2:26][CH2:27][CH2:28][CH2:29]3)[o:21][c:22]2[CH3:23])[cH:13][cH:14]1)([CH3:30])[O:31][c:32]1[cH:33][c:34](-[c:38]2[cH:39][cH:40][cH:41][cH:42][cH:43]2)[cH:35][cH:36][cH:37]1)[OH:44]. Reactants: COC1C2C3=C(C1CC2)C=C(C=C3)OC (3,6-dimethoxybenzonorbornene), ice water, ClS(=O)(=O)O (Chlorosulfonic acid). The solvent is C(Cl)(Cl)Cl (chloroform). Yields the product ClS(=O)(=O)C1=CC(=CC=2C3CCC(C21)C3OC)OC (4-chlorosulfonyl-3,6-dimethoxybenzonorbornene). The yield is 58.0%. RXN SMILES: [CH3:1][O:2][CH:3]1[CH:7]2[CH2:8][CH2:9][CH:4]1[C:5]1[CH:13]=[CH:12][C:11]([O:14][CH3:15])=[CH:10][C:6]=12.[Cl:16][S:17](O)(=[O:19])=[O:18]>C(Cl)(Cl)Cl>[Cl:16][S:17]([C:13]1[C:5]2[CH:4]3[CH:3]([O:2][CH3:1])[CH:7]([CH2:8][CH2:9]3)[C:6]=2[CH:10]=[C:11]([O:14][CH3:15])[CH:12]=1)(=[O:19])=[O:18]. Reported procedure: A small amount of chloroform was added to 50 g of 3,6-dimethoxybenzonorbornene, and the mixture was stirred with cooling by ice water. Chlorosulfonic acid (65 ml) was slowly added to this. After the mixture was reacted at 0° C. for 1 hour, the reaction solution was poured over ice. It was extracted with diethyl ether. The extract solution was dried over anhydrous sodium sulfate and then the diethyl ether was distilled off, giving 4-chlorosulfonyl-3,6-dimethoxybenzonorbornene. Yield: 58%. Reactants: C(C(=O)Cl)(=O)Cl (oxalyl chloride), C1(=CC=CC=C1)NC1=CC=CC=C1 (diphenylamine). The solvent is C1(=CC=CC=C1)C (toluene). Product: N1C(C(C2=CC=CC=C12)=O)=O (indoline-2,3-dione). As a reaction SMILES: [C:1](Cl)(=[O:5])[C:2](Cl)=[O:3].[C:7]1([NH:13]C2C=CC=CC=2)[CH:12]=[CH:11][CH:10]=[CH:9][CH:8]=1>C1(C)C=CC=CC=1>[NH:13]1[C:7]2[C:8](=[CH:9][CH:10]=[CH:11][CH:12]=2)[C:2](=[O:3])[C:1]1=[O:5]. Procedure details: A solution of oxalyl chloride (175 mL, 254.6 g, 2.01M) was cooled to 5°, and a solution of diphenylamine (320 g, 1.89M) in toluene (580 mL) added over 8 minutes. The mixture was heated to 50°-65° for 74 minutes. The mixture was then heated to 125° to distill toluene and excess oxalyl chloride; total distillate collected was 630 mL. The solution was then refluxed at 125°±2° for 20 hours to form indoline-2,3-dione. The mixture was cooled to 104°, and a solution of 4-picoline (215 mL, 205.7 g, 2.21...